From a dataset of the Open Reaction Database (ORD), a public repository of structured organic reaction records. describe an organic reaction: reactants, conditions, products, and yield Starting materials: C(C1=CC=CC=C1)OC(=O)N1CCC(CC1)C(=O)O (1-[(benzyloxy)carbonyl]piperidine-4-carboxylic acid), ClC(=O)C1CCN(CC1)C(=O)OCC1=CC=CC=C1 (benzyl 4-(chlorocarbonyl)piperidine-1-carboxylate), Cl.NCC1=NC=CN=C1Cl (2-aminomethyl-3-chloropyrazine hydrochloride). Yields the product ClC=1C(=NC=CN1)CNC(=O)C1CCN(CC1)C(=O)OCC1=CC=CC=C1 (benzyl 4-((3-chloropyrazin-2-yl)methylcarbamoyl)piperidine-1-carboxylate). The yield is 83.4%. Reaction SMILES: [CH2:1]([O:8][C:9]([N:11]1[CH2:16][CH2:15][CH:14]([C:17]([OH:19])=O)[CH2:13][CH2:12]1)=[O:10])[C:2]1[CH:7]=[CH:6][CH:5]=[CH:4][CH:3]=1.ClC(C1CCN(C(OCC2C=CC=CC=2)=O)CC1)=O.Cl.[NH2:40][CH2:41][C:42]1[C:47]([Cl:48])=[N:46][CH:45]=[CH:44][N:43]=1>>[Cl:48][C:47]1[C:42]([CH2:41][NH:40][C:17]([CH:14]2[CH2:13][CH2:12][N:11]([C:9]([O:8][CH2:1][C:2]3[CH:3]=[CH:4][CH:5]=[CH:6][CH:7]=3)=[O:10])[CH2:16][CH2:15]2)=[O:19])=[N:43][CH:44]=[CH:45][N:46]=1 |f:2.3|. Procedure: Using the procedures described in example 16 step 16a 1-[(benzyloxy)carbonyl]piperidine-4-carboxylic acid (2.5 g) was transformed into 2.75 g of crude benzyl 4-(chlorocarbonyl)piperidine-1-carboxylate and the latter compound was coupled with 2-aminomethyl-3-chloropyrazine hydrochloride (content 77%; 2.28 g) to give benzyl 4-((3-chloropyrazin-2-yl)methylcarbamoyl)piperidine-1-carboxylate (3.08 g) after purification by column chromatography (silica gel, dichloromethane/methanol gradient 100/0 to 9...